From a dataset of the Open Reaction Database (ORD), a public repository of structured organic reaction records. describe an organic reaction: reactants, conditions, products, and yield The reactants are C1(CCCCC1)N (cyclohexylamine), C(C1=CC=CC=C1)OC(=O)N[C@@H](C)C(=O)N1[C@H](C(=O)O)CCC1 (N-benzyloxycarbonyl-L-alanyl-L-proline), ClC(=O)OCC(C)C (isobutyl chloroformate), C(C)N1CCOCC1 (N-ethylmorpholine). The solvent is O1CCCC1 (tetrahydrofuran). Reaction conditions: temperature -10 celsius, time 20 minute. Yields the product C1(CCCCC1)NC([C@H]1N(CCC1)C([C@@H](NC(=O)OCC1=CC=CC=C1)C)=O)=O (N-benzyloxycarbonyl-L-alanyl-L-proline cyclohexylamide). Isolated yield 58.8%. As a reaction SMILES: [CH2:1]([O:8][C:9]([NH:11][C@H:12]([C:14]([N:16]1[CH2:23][CH2:22][CH2:21][C@H:17]1[C:18]([OH:20])=O)=[O:15])[CH3:13])=[O:10])[C:2]1[CH:7]=[CH:6][CH:5]=[CH:4][CH:3]=1.C(N1CCOCC1)C.ClC(OCC(C)C)=O.[CH:40]1([NH2:46])[CH2:45][CH2:44][CH2:43][CH2:42][CH2:41]1>O1CCCC1>[CH:40]1([NH:46][C:18](=[O:20])[C@@H:17]2[CH2:21][CH2:22][CH2:23][N:16]2[C:14](=[O:15])[C@H:12]([CH3:13])[NH:11][C:9]([O:8][CH2:1][C:2]2[CH:3]=[CH:4][CH:5]=[CH:6][CH:7]=2)=[O:10])[CH2:45][CH2:44][CH2:43][CH2:42][CH2:41]1. Procedure details: 3.2 g (0.01 mol) of N-benzyloxycarbonyl-L-alanyl-L-proline were dissolved in 50 ml of dry tetrahydrofuran and the solution was cooled to -10° C. 1.27 ml (0.01 mol) of N-ethylmorpholine were added followed by 1.31 ml (0.01 mol) of isobutyl chloroformate and the solution was stirred at -10° C. for 20 minutes. 1.21 ml (0.01 mol) of cyclohexylamine were then added and the mixture was stirred at 0° C. for 1 hour and then left to stand at room temperature for 16 hours. The mixture was evaporated and t...